The task is: describe an organic reaction: reactants, conditions, products, and yield. This data is from the Open Reaction Database (ORD), a public repository of structured organic reaction records. Reactants: N#CC(Br)c1ccccc1, [N-]=[N+]=NCc1ccc(C(=N)NC(=O)OCc2ccccc2)cc1, C1CCOC1, c1ccc(P(c2ccccc2)c2ccccc2)cc1. The product is N=C(NC(=O)OCc1ccccc1)c1ccc(CN)cc1. RXN SMILES: [C:43]([CH:44]([Br:45])[c:46]1[cH:47][cH:48][cH:49][cH:50][cH:51]1)#[N:52].[CH2:20]([c:21]1[cH:22][cH:23][cH:24][cH:25][cH:26]1)[O:27][C:28](=[O:29])[NH:30][C:31](=[NH:32])[c:33]1[cH:34][cH:35][c:36]([CH2:37][N:38]=[N+:39]=[N-:40])[cH:41][cH:42]1.[CH2:53]1[O:54][CH2:55][CH2:56][CH2:57]1.[c:1]1([P:2]([c:3]2[cH:4][cH:5][cH:6][cH:7][cH:8]2)[c:9]2[cH:10][cH:11][cH:12][cH:13][cH:14]2)[cH:15][cH:16][cH:17][cH:18][cH:19]1>>[CH2:20]([c:21]1[cH:22][cH:23][cH:24][cH:25][cH:26]1)[O:27][C:28](=[O:29])[NH:30][C:31](=[NH:32])[c:33]1[cH:34][cH:35][c:36]([CH2:37][NH2:38])[cH:41][cH:42]1.